From a dataset of the Open Reaction Database (ORD), a public repository of structured organic reaction records. describe an organic reaction: reactants, conditions, products, and yield Reactants: C1=CC=C(C=C1)P(C2=CC=CC=C2)C3=CC=CC=C3 (Ph3P), N(CC)CC (Et2NH), BrC1=CC2=C(C=C1)C=1C(=NC=C(C1S2)C#N)NCC2=CC=C(C=C2)OC (7-Bromo-1-[(4-methoxybenzyl)amino][1]benzothieno[3,2-c]pyridine-4-carbonitrile), CS(=O)(=O)C1=CC=C(C=C1)B(O)O ([4-(methylsulfonyl)phenyl]boronic acid). Reagents/catalysts: C=1C=CC(=CC1)/C=C/C(=O)/C=C/C2=CC=CC=C2.C=1C=CC(=CC1)/C=C/C(=O)/C=C/C2=CC=CC=C2.C=1C=CC(=CC1)/C=C/C(=O)/C=C/C2=CC=CC=C2.[Pd].[Pd] (Pd2(dba)3). Solvent: 1-PrOH H2O. Run at temperature 150 celsius. The product is COC1=CC=C(CNC2=NC=C(C3=C2C2=C(S3)C=C(C=C2)C2=CC=C(C=C2)S(=O)(=O)C)C#N)C=C1 (1-[(4-Methoxybenzyl)amino]-7-[4-(methylsulfonyl)phenyl][1]benzothieno[3,2-c]pyridine-4-carbonitrile). RXN SMILES: Br[C:2]1[CH:7]=[CH:6][C:5]2[C:8]3[C:9]([NH:17][CH2:18][C:19]4[CH:24]=[CH:23][C:22]([O:25][CH3:26])=[CH:21][CH:20]=4)=[N:10][CH:11]=[C:12]([C:15]#[N:16])[C:13]=3[S:14][C:4]=2[CH:3]=1.[CH3:27][S:28]([C:31]1[CH:36]=[CH:35][C:34](B(O)O)=[CH:33][CH:32]=1)(=[O:30])=[O:29].C1C=CC(P(C2C=CC=CC=2)C2C=CC=CC=2)=CC=1.N(CC)CC>C1C=CC(/C=C/C(/C=C/C2C=CC=CC=2)=O)=CC=1.C1C=CC(/C=C/C(/C=C/C2C=CC=CC=2)=O)=CC=1.C1C=CC(/C=C/C(/C=C/C2C=CC=CC=2)=O)=CC=1.[Pd].[Pd]>[CH3:26][O:25][C:22]1[CH:23]=[CH:24][C:19]([CH2:18][NH:17][C:9]2[C:8]3[C:5]4[CH:6]=[CH:7][C:2]([C:34]5[CH:35]=[CH:36][C:31]([S:28]([CH3:27])(=[O:30])=[O:29])=[CH:32][CH:33]=5)=[CH:3][C:4]=4[S:14][C:13]=3[C:12]([C:15]#[N:16])=[CH:11][N:10]=2)=[CH:20][CH:21]=1 |f:4.5.6.7.8|. Reported procedure: To a suspension of 7-bromo-1-[(4-methoxybenzyl)amino][1]benzothieno[3,2-c]pyridine-4-carbonitrile (Example 12, Step 9) and [4-(methylsulfonyl)phenyl]boronic acid (1.5 equiv) in 1-PrOH/H2O (4.5/1) (0.11 M) was added Pd2(dba)3 (0.03 equiv), Ph3P (0.06 equiv) and Et2NH (1.2 equiv). The mixture was degassed and heated to 150° C. for 10 min in a microwave reactor. The mixture was diluted with H2O and filtered. The crude product was swished with hot EtOH to give the title compound. Reactants: COCCOS(=O)(=O)c1ccc(C)cc1, CS(C)=O, NC1CCC(Nc2cc(-c3nc(NCC4CCOCC4)ccc3Br)c(Cl)cn2)CC1, [Na+], [Na+], O=C([O-])[O-]. The product is COCCNC1CCC(Nc2cc(-c3nc(NCC4CCOCC4)ccc3Br)c(Cl)cn2)CC1. RXN SMILES: [CH3:37][O:38][CH2:39][CH2:40][O:41][S:42]([c:43]1[cH:44][cH:45][c:46]([CH3:47])[cH:48][cH:49]1)(=[O:50])=[O:51].[CH3:52][S:53]([CH3:54])=[O:55].[NH2:1][CH:2]1[CH2:3][CH2:4][CH:5]([NH:8][c:9]2[n:10][cH:11][c:12]([Cl:30])[c:13](-[c:15]3[n:16][c:17]([NH:22][CH2:23][CH:24]4[CH2:25][CH2:26][O:27][CH2:28][CH2:29]4)[cH:18][cH:19][c:20]3[Br:21])[cH:14]2)[CH2:6][CH2:7]1.[Na+:31].[Na+:32].[O-:33][C:34](=[O:35])[O-:36]>>[NH:1]([CH:2]1[CH2:3][CH2:4][CH:5]([NH:8][c:9]2[n:10][cH:11][c:12]([Cl:30])[c:13](-[c:15]3[n:16][c:17]([NH:22][CH2:23][CH:24]4[CH2:25][CH2:26][O:27][CH2:28][CH2:29]4)[cH:18][cH:19][c:20]3[Br:21])[cH:14]2)[CH2:6][CH2:7]1)[CH2:40][CH2:39][O:38][CH3:37]. The reactants are Cl.ClCC=1N=C(SC1)C(C)C (4-(chloromethyl)-2-isopropylthiazole hydrochloride), CN (methylamine). Solvent: O (water). Reaction conditions: time 1 hour. Yields the product C(C)(C)C=1SC=C(N1)CNC (2-Isopropyl-4-(((N-methyl)amino)methyl)thiazole). The yield is 55.0%. RXN SMILES: Cl.Cl[CH2:3][C:4]1[N:5]=[C:6]([CH:9]([CH3:11])[CH3:10])[S:7][CH:8]=1.[CH3:12][NH2:13]>O>[CH:9]([C:6]1[S:7][CH:8]=[C:4]([CH2:3][NH:13][CH3:12])[N:5]=1)([CH3:11])[CH3:10] |f:0.1|. Procedure: A solution of 40 g of 4-(chloromethyl)-2-isopropylthiazole hydrochloride in 100 ml of water was added dropwise with stirring to 400 ml of 40% aqueous methylamine. The resulting solution was stirred for 1 h, then concentrated in vacuo. The residue was taken up in chloroform, dried over Na2SO4, and concentrated in vacuo. Purification of the residue by silica gel chromatography using 10% methanol in chloroform provided 21.35 g (55%) of the desired compound. 1H NMR (DMSO-d6) δ1.34 (d, J=7 Hz, 6H), 2... Starting materials: ClCC=1C(=NC(=NC1)C1=CC=C(C=C1)C(F)(F)F)C1CC1 (5-chloromethyl-4-cyclopropyl-2-(4-trifluoromethyl-phenyl)-pyrimidine), [C-]#N.[Na+] (sodium cyanide). The product is C1(CC1)C1=NC(=NC=C1CC#N)C1=CC=C(C=C1)C(F)(F)F ([4-Cyclopropyl-2-(4-trifluoromethyl-phenyl)-pyrimidin-5-yl]-acetonitrile). RXN SMILES: Cl[CH2:2][C:3]1[C:4]([CH:19]2[CH2:21][CH2:20]2)=[N:5][C:6]([C:9]2[CH:14]=[CH:13][C:12]([C:15]([F:18])([F:17])[F:16])=[CH:11][CH:10]=2)=[N:7][CH:8]=1.[C-:22]#[N:23].[Na+]>>[CH:19]1([C:4]2[C:3]([CH2:2][C:22]#[N:23])=[CH:8][N:7]=[C:6]([C:9]3[CH:14]=[CH:13][C:12]([C:15]([F:17])([F:16])[F:18])=[CH:11][CH:10]=3)[N:5]=2)[CH2:20][CH2:21]1 |f:1.2|. Procedure details: In analogy to the procedure described in example 8 b], 5-chloromethyl-4-cyclopropyl-2-(4-trifluoromethyl-phenyl)-pyrimidine (example 3 d]) was reacted with sodium cyanide to give the title compound as white crystals. Reactants: N(N)C1CCN(CC1)C(=O)OCC1=CC=CC=C1 (benzyl 4-hydrazinylpiperidine-1-carboxylate), O.FC(C=O)(F)F (trifluoroacetaldehyde hydrate). Solvent: CCO (EtOH). Reaction conditions: temperature 70 celsius, time 3 hour. The product is FC(C=NNC1CCN(CC1)C(=O)OCC1=CC=CC=C1)(F)F (benzyl 4-(2-(2,2,2-trifluoroethylidene)hydrazinyl)piperidine-1-carboxylate). As a reaction SMILES: [NH:1]([CH:3]1[CH2:8][CH2:7][N:6]([C:9]([O:11][CH2:12][C:13]2[CH:18]=[CH:17][CH:16]=[CH:15][CH:14]=2)=[O:10])[CH2:5][CH2:4]1)[NH2:2].O.[F:20][C:21]([F:25])([F:24])[CH:22]=O>CCO>[F:20][C:21]([F:25])([F:24])[CH:22]=[N:2][NH:1][CH:3]1[CH2:4][CH2:5][N:6]([C:9]([O:11][CH2:12][C:13]2[CH:18]=[CH:17][CH:16]=[CH:15][CH:14]=2)=[O:10])[CH2:7][CH2:8]1 |f:1.2|. Reported procedure: To a stirred solution of 109 (4 g, 8.38 mmol) in EtOH (42 ml) was added trifluoroacetaldehyde hydrate (0.648 ml, 8.38 mmol) and the resulting solution was allowed to stir for 3 h at 70° C. The solvent was evaporated and AcOEt was added to the residue and the organic layer was washed with 1N HCl then with brine, dried over MgSO4, filtrated and concentrated. Crude 110 was obtained as yellow oil and was used as is for the next step. LRMS (ESI): calc. 329.3; found 330.2 (MH)+. Starting materials: CC(Cc1cccc(F)c1)C(=O)O, O. Yields the product CC1Cc2cc(F)ccc2C1=O. As a reaction SMILES: [CH3:1][CH:2]([C:3](=[O:4])[OH:5])[CH2:6][c:7]1[cH:8][c:9]([F:13])[cH:10][cH:11][cH:12]1.[OH2:14]>>[CH3:1][CH:2]1[C:3](=[O:5])[c:12]2[c:7]([cH:8][c:9]([F:13])[cH:10][cH:11]2)[CH2:6]1. The product is N=1C=2C=CC=CC2N=C(C1C)C3COC3. Reagents/catalysts: O=S(=O)(O)O, OO, [Fe].O=S(=O)(O)O.O. Run at temperature 60 celsius, time 1.5 hour. Procedure: H2O2  (35%  in  H2O;  0.53  mL,  6.0  mmol)  was  added  to  a  stirred  solution  of  2-methylquinoxaline  1h  (288  mg,  2.0  mmol),  concentrated  H2SO4  (107  μL,  1.0  mmol),  3-iodooxetane  (368  mg,  1.0  mmol)  and  iron(II)  sulfate  heptahydrate  (167  mg,  0.6  mmol)  in  DMSO (17 mL) at 60 °C. The mixture was stirred at 60 °C for 30 min then further H2O2 (0.53 mL, 6.0 mmol) and iron(II) sulfate heptahydrate (167 mg, 0.6 mmol) was added, and the mixture was stirred at 60 °C for 30 min... The yield is 22.0%. Reactants: N1=CC(=NC2=CC=CC=C12)C, IC1COC1. Solvent: O, O=S(C)C. The reactants are CO (methanol), [H-].[Na+] (sodium hydride), OCC=1C=C(C(=O)O)C=C(C1)S(F)(F)(F)(F)F (3-(Hydroxymethyl)-5-(pentafluoro-λ6-sulphanyl)benzoic acid), COCCBr (2-bromoethyl methyl ether). The solvent is CN(C)C=O (DMF). Reaction conditions: time 16 hour. Product: OCC=1C=C(C(=O)OCCOC)C=C(C1)S(F)(F)(F)(F)F (2-methoxyethyl 3-(hydroxymethyl)-5-(pentafluoro-λ6-sulphanyl)benzoate). Yield: 57.1%. Reaction SMILES: [H-].[Na+].[OH:3][CH2:4][C:5]1[CH:6]=[C:7]([CH:11]=[C:12]([S:14]([F:19])([F:18])([F:17])([F:16])[F:15])[CH:13]=1)[C:8]([OH:10])=[O:9].[CH3:20][O:21][CH2:22][CH2:23]Br.CO>CN(C=O)C>[OH:3][CH2:4][C:5]1[CH:6]=[C:7]([CH:11]=[C:12]([S:14]([F:19])([F:15])([F:16])([F:17])[F:18])[CH:13]=1)[C:8]([O:10][CH2:23][CH2:22][O:21][CH3:20])=[O:9] |f:0.1|. Reported procedure: At 0° C., 86 mg (2.16 mmol) of sodium hydride (60% strength suspension in mineral oil) were added to a solution of 200 mg (0.719 mmol) of the compound of Example 37A in 5.7 ml of anhydrous DMF, and the mixture was then warmed to RT. 300 mg (2.16 mmol) of 2-bromoethyl methyl ether were then added, and the reaction mixture was stirred at 60° C. for about 16 h. After cooling to RT, 1 ml of methanol was added. In two portions, the reaction mixture was then separated into its components by preparativ... Reactants: Cc1ccc(O)c(OCBr)c1, [BH3-]C#N, CCOCCn1c(N2CCCN(CCC3(c4ccccc4)CCNC3)CC2)nc2ccccc21, CC(=O)c1ccccc1, CO, CCOC(C)=O, Cl, Cl, [Na+]. The product is CCOCCn1c(N2CCCN(CCC3(c4ccccc4)CCN(C(C)c4ccccc4)C3)CC2)nc2ccccc21. Reaction SMILES: [Br:45][CH2:46][O:47][c:48]1[c:49]([OH:50])[cH:51][cH:52][c:53]([CH3:54])[cH:55]1.[C:56]([BH3-:57])#[N:58].[CH2:11]([CH3:12])[O:13][CH2:14][CH2:15][n:16]1[c:17]([N:25]2[CH2:26][CH2:27][N:28]([CH2:32][CH2:33][C:34]3([c:39]4[cH:40][cH:41][cH:42][cH:43][cH:44]4)[CH2:35][NH:36][CH2:37][CH2:38]3)[CH2:29][CH2:30][CH2:31]2)[n:18][c:19]2[c:20]1[cH:21][cH:22][cH:23][cH:24]2.[CH3:1][C:2](=[O:3])[c:4]1[cH:5][cH:6][cH:7][cH:8][cH:9]1.[CH3:61][OH:62].[CH3:63][CH2:64][O:65][C:66](=[O:67])[CH3:68].[ClH:10].[ClH:60].[Na+:59]>>[CH3:1][CH:2]([c:4]1[cH:5][cH:6][cH:7][cH:8][cH:9]1)[N:36]1[CH2:35][C:34]([CH2:33][CH2:32][N:28]2[CH2:27][CH2:26][N:25]([c:17]3[n:16]([CH2:15][CH2:14][O:13][CH2:11][CH3:12])[c:20]4[c:19]([n:18]3)[cH:24][cH:23][cH:22][cH:21]4)[CH2:31][CH2:30][CH2:29]2)([c:39]2[cH:40][cH:41][cH:42][cH:43][cH:44]2)[CH2:38][CH2:37]1. Reactants: C(C)(=O)OC(C)=O (acetic anhydride), CS(=O)(=O)C1=CC=C(OC2=CC3=C(NC(=N3)C3=NC=CC=C3)C=C2C2NCCC2)C=C1 (5-(4-methanesulfonyl-phenoxy)-2-pyridin-2-yl-6-pyrrolidin-2-yl-1H-benzimidazole). Solvent: C(Cl)Cl (methylene chloride). Reaction conditions: time 1 hour. The product is CS(=O)(=O)C1=CC=C(OC=2C(=CC3=C(N=C(N3)C3=NC=CC=C3)C2)C2N(CCC2)C(C)=O)C=C1 (1-(2-(6-(4-methanesulfonyl-phenoxy)-2-pyridin-2-yl-3H-benzimidazol-5-yl)-pyrrolidin-1-yl)-ethanone). Reaction SMILES: [C:1](OC(=O)C)(=[O:3])[CH3:2].[CH3:8][S:9]([C:12]1[CH:38]=[CH:37][C:15]([O:16][C:17]2[C:31]([CH:32]3[CH2:36][CH2:35][CH2:34][NH:33]3)=[CH:30][C:20]3[NH:21][C:22]([C:24]4[CH:29]=[CH:28][CH:27]=[CH:26][N:25]=4)=[N:23][C:19]=3[CH:18]=2)=[CH:14][CH:13]=1)(=[O:11])=[O:10]>C(Cl)Cl>[CH3:8][S:9]([C:12]1[CH:13]=[CH:14][C:15]([O:16][C:17]2[C:31]([CH:32]3[CH2:36][CH2:35][CH2:34][N:33]3[C:1](=[O:3])[CH3:2])=[CH:30][C:20]3[NH:21][C:22]([C:24]4[CH:29]=[CH:28][CH:27]=[CH:26][N:25]=4)=[N:23][C:19]=3[CH:18]=2)=[CH:37][CH:38]=1)(=[O:10])=[O:11]. Procedure: 0.003 ml of acetic anhydride was added to a methylene chloride (1 ml) solution of 10 mg of 5-(4-methanesulfonyl-phenoxy)-2-pyridin-2-yl-6-pyrrolidin-2-yl-1H-benzimidazole, and the reaction liquid was stirred at room temperature for 1 hour. The reaction solvent was evaporated away under reduced pressure, and the resulting residue was purified through partitioning thin-layer chromatography (Kieselgel™ 60F254, Art 5744 (by Merck), chloroform/methanol=10/1) to obtain the entitled compound as a white...